The task is: describe an organic reaction: reactants, conditions, products, and yield. This data is from the Open Reaction Database (ORD), a public repository of structured organic reaction records. Reactants: CC1=C(C(=O)OC(C)(C)C)C=CC(=C1)C1=NO[C@](C1)(C(F)(F)F)C1=CC(=C(C(=C1)Cl)Cl)Cl (tert-butyl 2-methyl-4-[(5S)-5-(3,4,5-trichlorophenyl)-5-(trifluoromethyl)-4H-isoxazol-3-yl]benzoate), FC(C(=O)O)(F)F (trifluoroacetic acid). Product: CC1=C(C(=O)O)C=CC(=C1)C1=NO[C@](C1)(C(F)(F)F)C1=CC(=C(C(=C1)Cl)Cl)Cl (2-methyl-4-[(5S)-5-(3,4,5-trichlorophenyl)-5-(trifluoromethyl)-4H-isoxazol-3-yl]benzoic acid). The solvent is ClCCl (dichloromethane). Procedure: To a solution of tert-butyl 2-methyl-4-[(5S)-5-(3,4,5-trichlorophenyl)-5-(trifluoromethyl)-4H-isoxazol-3-yl]benzoate (64.87 mmol, 33 g) in dichloromethane (300 mL) was added trifluoroacetic acid (389.2 mmol, 44.6 g) at 0° C. After addition the reaction was brought to room temperature and the mixture stirred over night after which time LC-MS analysis showed a complete conversion. The crude mixture was concentrated and the residue dissolved in 300 mL of ethylacetate, washed with brine, dried over ... As a reaction SMILES: [CH3:1][C:2]1[CH:14]=[C:13]([C:15]2[CH2:19][C@:18]([C:24]3[CH:29]=[C:28]([Cl:30])[C:27]([Cl:31])=[C:26]([Cl:32])[CH:25]=3)([C:20]([F:23])([F:22])[F:21])[O:17][N:16]=2)[CH:12]=[CH:11][C:3]=1[C:4]([O:6]C(C)(C)C)=[O:5].FC(F)(F)C(O)=O>ClCCl>[CH3:1][C:2]1[CH:14]=[C:13]([C:15]2[CH2:19][C@:18]([C:24]3[CH:29]=[C:28]([Cl:30])[C:27]([Cl:31])=[C:26]([Cl:32])[CH:25]=3)([C:20]([F:23])([F:22])[F:21])[O:17][N:16]=2)[CH:12]=[CH:11][C:3]=1[C:4]([OH:6])=[O:5].